This data is from the Open Reaction Database (ORD), a public repository of structured organic reaction records. The task is: describe an organic reaction: reactants, conditions, products, and yield Starting materials: O=C([O-])O, CCOC(C)=O, [Na+], [Na+], c1ccc2c(c1)CCCc1ccccc1N2CCOCCOC1CCCCO1, [OH-], O, O=S(=O)(O)O. Product: OCCOCCN1c2ccccc2CCCc2ccccc21. As a reaction SMILES: [C:36](=[O:37])([OH:38])[O-:39].[CH3:41][CH2:42][O:43][C:44](=[O:45])[CH3:46].[Na+:35].[Na+:40].[O:1]1[CH2:2][CH2:3][CH2:4][CH2:5][CH:6]1[O:7][CH2:8][CH2:9][O:10][CH2:11][CH2:12][N:13]1[c:14]2[c:15]([cH:25][cH:26][cH:27][cH:28]2)[CH2:16][CH2:17][CH2:18][c:19]2[c:20]1[cH:21][cH:22][cH:23][cH:24]2.[OH-:34].[OH2:47].[S:29](=[O:30])(=[O:31])([OH:32])[OH:33]>>[OH:7][CH2:8][CH2:9][O:10][CH2:11][CH2:12][N:13]1[c:14]2[c:15]([cH:25][cH:26][cH:27][cH:28]2)[CH2:16][CH2:17][CH2:18][c:19]2[c:20]1[cH:21][cH:22][cH:23][cH:24]2. Starting materials: Oc1ccc(Br)nc1, CC(=O)O, [OH-], O, O=[N+]([O-])O. The product is O=[N+]([O-])c1nc(Br)ccc1O. Reaction SMILES: [Br:1][c:2]1[cH:3][cH:4][c:5]([OH:8])[cH:6][n:7]1.[CH3:14][C:15](=[O:16])[OH:17].[OH-:13].[OH2:18].[OH:9][N+:10]([O-:11])=[O:12]>>[Br:1][c:2]1[cH:3][cH:4][c:5]([OH:8])[c:6]([N+:10](=[O:9])[O-:11])[n:7]1.